Dataset: the Open Reaction Database (ORD), a public repository of structured organic reaction records. Task: describe an organic reaction: reactants, conditions, products, and yield The reactants are N1CCCCC1 (Piperidine), ClC1=NC(=NC2=C1N=C(N=C2Cl)Cl)Cl (tetrachloropyrimidopyrimidine), O (Water). The solvent is C1CCOC1 (THF). Run at time 10 minute. The product is ClC=1N=C(C2=C(C(=NC(=N2)Cl)N2CCCCC2)N1)N1CCCCC1 (2,6-Dichloro-4,8-dipiperidinopyrimidopyrimidine). Yield: 84.4%. RXN SMILES: [NH:1]1[CH2:6][CH2:5][CH2:4][CH2:3][CH2:2]1.Cl[C:8]1[C:13]2[N:14]=[C:15]([Cl:19])[N:16]=[C:17](Cl)[C:12]=2[N:11]=[C:10]([Cl:20])[N:9]=1.O>C1COCC1>[Cl:20][C:10]1[N:9]=[C:8]([N:1]2[CH2:6][CH2:5][CH2:4][CH2:3][CH2:2]2)[C:13]2[N:14]=[C:15]([Cl:19])[N:16]=[C:17]([N:1]3[CH2:6][CH2:5][CH2:4][CH2:3][CH2:2]3)[C:12]=2[N:11]=1. Procedure: Piperidine (0.8 ml, 8 mmol) was added to tetrachloropyrimidopyrimidine (0.54 g, 2 mmol) in THF (15 ml) and the resulting solution was stirred for 10 minutes until a yellow precipitate formed. Water (75 ml) was added and the mixture stirred for a further 10 minutes. The precipitate was filtered under suction, washed with water and dried in vacuo (P2O5) yielding the title compound as a yellow powder (0.62 g, 75%), m.p. 240-241° C., δH (CDCl3, 200 MHz) 1.81 (12H, s, 2×(CH2)3), 4.15 (8H, s br, 2×N(C... Reactants: BrCC(=O)NC1=C(C(=O)OCC)C=CC=C1 (ethyl 2-((bromoacetyl)amino)benzoate), FC1=C(N)C=CC=C1 (2-fluoroaniline), ice water. Solvent: CN(C)C=O (DMF). Product: FC1=C(C=CC=C1)NCC(=O)NC1=C(C(=O)OCC)C=CC=C1 (Ethyl 2-((2-((2-Fluorophenyl)amino)acetyl)amino)benzoate). The yield is 67.7%. As a reaction SMILES: Br[CH2:2][C:3]([NH:5][C:6]1[CH:16]=[CH:15][CH:14]=[CH:13][C:7]=1[C:8]([O:10][CH2:11][CH3:12])=[O:9])=[O:4].[F:17][C:18]1[CH:24]=[CH:23][CH:22]=[CH:21][C:19]=1[NH2:20]>CN(C=O)C>[F:17][C:18]1[CH:24]=[CH:23][CH:22]=[CH:21][C:19]=1[NH:20][CH2:2][C:3]([NH:5][C:6]1[CH:16]=[CH:15][CH:14]=[CH:13][C:7]=1[C:8]([O:10][CH2:11][CH3:12])=[O:9])=[O:4]. Reported procedure: A solution of ethyl 2-((bromoacetyl)amino)benzoate (1.0 g, 3.5 mmol) and 2-fluoroaniline (1.0 g, 0.87 mL, 9 mmol) in anhydrous DMF (30 mL) was heated to 90°-100° C. overnight with stirring under N2. The solution was cooled, poured into 500 mL of ice-water, and then extracted with 3×50 mL of ethyl acetate. The layers were separated, and then the organic layer was dried (MgSO4), filtered and then concentrated. Purification by chromatography, eluting with hexane-ethyl acetate (3:1), afforded 0.75 g... The reactants are CC1Oc2ccc(F)cc2N(CC(F)(F)F)C(=O)C1NC(=O)OC(C)(C)C, C1CCOC1, O=P(O)(O)O. Yields the product CC1Oc2ccc(F)cc2N(CC(F)(F)F)C(=O)C1N. Reaction SMILES: [C:1]([O:2][C:3](=[O:4])[NH:7][CH:8]1[CH:9]([CH3:26])[O:10][c:11]2[c:12]([cH:21][c:22]([F:25])[cH:23][cH:24]2)[N:13]([CH2:16][C:17]([F:18])([F:19])[F:20])[C:14]1=[O:15])([CH3:5])([CH3:6])[CH3:27].[O:33]1[CH2:34][CH2:35][CH2:36][CH2:37]1.[P:28](=[O:29])([OH:30])([OH:31])[OH:32]>>[NH2:7][CH:8]1[CH:9]([CH3:26])[O:10][c:11]2[c:12]([cH:21][c:22]([F:25])[cH:23][cH:24]2)[N:13]([CH2:16][C:17]([F:18])([F:19])[F:20])[C:14]1=[O:15]. The reactants are NC=1C=C(C#N)C=CC1Cl (3-Amino-4-chloro-benzonitrile), N (NH3). The reagents and catalysts are [Ni] (Nickel). The solvent is CO (MeOH). Conditions: time 4 hour. Yields the product NC=1C=C(CN)C=CC1Cl (3-Amino-4-chloro-benzylamine). As a reaction SMILES: [NH2:1][C:2]1[CH:3]=[C:4]([CH:7]=[CH:8][C:9]=1[Cl:10])[C:5]#[N:6].N>CO.[Ni]>[NH2:1][C:2]1[CH:3]=[C:4]([CH:7]=[CH:8][C:9]=1[Cl:10])[CH2:5][NH2:6]. Procedure: A mixture of 3-Amino-4-chloro-benzonitrile (1.32 g, 8.33 mmol), Ra-Nickel (0.25 g) and 80 ml NH3 in MeOH was stirred for 4 h at rt under H2-atmosphere (3 bar). The mixture was filtered and concentrated and the sub-title compound was used without further purification. Reactants: O1C(=CSCC1)C(=O)O (5,6-dihydro-1,4-oxathiin-2-carboxylic acid), N,N'-carbonyldiimidazole, NC1=NC2=NC(=CC=C2C=C1)Cl (2-amino-7-chloro-1,8-naphthyridine). Solvent: O (water). The product is ClC1=CC=C2C=CC(=NC2=N1)NC(=O)C=1OCCSC1 (N-(7-Chloro-1,8-naphthyridin-2-yl)-5,6-dihydro-1,4-oxathiin-2-carboxamide). Yield: 47.8%. As a reaction SMILES: [O:1]1[CH2:6][CH2:5][S:4][CH:3]=[C:2]1[C:7]([OH:9])=O.[NH2:10][C:11]1[CH:20]=[CH:19][C:18]2[C:13](=[N:14][C:15]([Cl:21])=[CH:16][CH:17]=2)[N:12]=1>O>[Cl:21][C:15]1[N:14]=[C:13]2[C:18]([CH:19]=[CH:20][C:11]([NH:10][C:7]([C:2]3[O:1][CH2:6][CH2:5][S:4][CH:3]=3)=[O:9])=[N:12]2)=[CH:17][CH:16]=1. Procedure: The procedure is similar to that described in Example 2, but starting with 5,6-dihydro-1,4-oxathiin-2-carboxylic acid (7.3 g), N,N'-carbonyldiimidazole (9.7 g) and 2-amino-7-chloro-1,8-naphthyridine (7.2 g). The product obtained by precipitation in water is purified by recrystallization in dimethylformamide (60 cc). N-(7-Chloro-1,8-naphthyridin-2-yl)-5,6-dihydro-1,4-oxathiin-2-carboxamide (5.9 g), m.p. 270° C., is thereby obtained. Starting materials: C1CCC2=CC(=CC=C12)NCC(=O)OCC (ethyl N-(5-indanyl)-glycinate), C1(CCCCC1)N=C=NC1CCCCC1 (N,N'-dicyclohexylcarbodiimide), C(=O)(OCC1=CC=CC=C1)N[C@@H](C)C(=O)O (N-carbobenzyloxy-L-alanine). Solvent: C(Cl)Cl (CH2Cl2), C(Cl)Cl (CH2Cl2). Reaction conditions: time 10 minute. The product is C(=O)(OCC1=CC=CC=C1)N[C@@H](C)C(=O)N(CC(=O)OCC)C=1C=C2CCCC2=CC1 (Ethyl N-Carbobenzoxy-L-Alanyl-N-(5-Indanyl)-Glycinate). RXN SMILES: [CH2:1]1[C:9]2[C:4](=[CH:5][C:6]([NH:10][CH2:11][C:12]([O:14][CH2:15][CH3:16])=[O:13])=[CH:7][CH:8]=2)[CH2:3][CH2:2]1.C1(N=C=NC2CCCCC2)CCCCC1.[C:32]([NH:42][C@H:43]([C:45](O)=[O:46])[CH3:44])([O:34][CH2:35][C:36]1[CH:41]=[CH:40][CH:39]=[CH:38][CH:37]=1)=[O:33]>C(Cl)Cl>[C:32]([NH:42][C@H:43]([C:45]([N:10]([C:6]1[CH:5]=[C:4]2[C:9](=[CH:8][CH:7]=1)[CH2:1][CH2:2][CH2:3]2)[CH2:11][C:12]([O:14][CH2:15][CH3:16])=[O:13])=[O:46])[CH3:44])([O:34][CH2:35][C:36]1[CH:41]=[CH:40][CH:39]=[CH:38][CH:37]=1)=[O:33]. Procedure: To a solution of ethyl N-(5-indanyl)-glycinate (10.6 g, 48.4 mmol) and N,N'-dicyclohexylcarbodiimide (10.5 g, 50.8 mmol) in 200 ml CH2Cl2 at 0° C. was added dropwise a solution of N-carbobenzyloxy-L-alanine (11.3 g, 50.8 mmol) in 100 ml CH2Cl2. After the addition was completed the solution was stirred 10 min., warmed to room temperature and stirred overnight. The solution was filtered and concentrated in vacuo. The residue was dissolved in ether, filtered, washed with saturated NaHCO3, 10% aqueo... The reactants are CCN=C=NCCCN(C)C, CCOC(C)=O, CCN(C(C)C)C(C)C, Cl, O=C(O)c1ncc2cncn2c1Nc1ccc(I)cc1F, CC(O)CON, CN(C)C=O, On1nnc2ccccc21. The product is CC(O)CONC(=O)c1ncc2cncn2c1Nc1ccc(I)cc1F. Reaction SMILES: [CH3:48][CH2:49][N:50]=[C:51]=[N:52][CH2:53][CH2:54][CH2:55][N:56]([CH3:57])[CH3:58].[CH3:64][CH2:65][O:66][C:67](=[O:68])[CH3:69].[CH:29]([N:30]([CH2:31][CH3:32])[CH:33]([CH3:34])[CH3:35])([CH3:36])[CH3:37].[ClH:22].[F:1][c:2]1[c:3]([NH:9][c:10]2[c:11]([C:19](=[O:20])[OH:21])[n:12][cH:13][c:14]3[n:15]2[cH:16][n:17][cH:18]3)[cH:4][cH:5][c:6]([I:8])[cH:7]1.[NH2:23][O:24][CH2:25][CH:26]([CH3:27])[OH:28].[O:59]=[CH:60][N:61]([CH3:62])[CH3:63].[OH:38][n:39]1[c:40]2[c:41]([cH:42][cH:43][cH:44][cH:45]2)[n:46][n:47]1>>[F:1][c:2]1[c:3]([NH:9][c:10]2[c:11]([C:19](=[O:21])[NH:23][O:24][CH2:25][CH:26]([CH3:27])[OH:28])[n:12][cH:13][c:14]3[n:15]2[cH:16][n:17][cH:18]3)[cH:4][cH:5][c:6]([I:8])[cH:7]1. Starting materials: Cc1nc(N2CCCC2)c2ccc(Br)cc2n1, O=C([O-])[O-], [Cs+], [Cs+], [Cu]I, NC1CCCCC1N, C1COCCO1, NC(=O)c1ccco1. The product is Cc1nc(N2CCCC2)c2ccc(NC(=O)c3ccco3)cc2n1. RXN SMILES: [Br:1][c:2]1[cH:3][cH:4][c:5]2[c:6]([N:13]3[CH2:14][CH2:15][CH2:16][CH2:17]3)[n:7][c:8]([CH3:12])[n:9][c:10]2[cH:11]1.[C:18](=[O:19])([O-:20])[O-:21].[Cs+:22].[Cs+:23].[Cu:46][I:47].[NH2:24][CH:25]1[CH2:26][CH2:27][CH2:28][CH2:29][CH:30]1[NH2:31].[O:40]1[CH2:41][CH2:42][O:43][CH2:44][CH2:45]1.[o:32]1[c:33]([C:37](=[O:38])[NH2:39])[cH:34][cH:35][cH:36]1>>[c:2]1([NH:39][C:37]([c:33]2[o:32][cH:36][cH:35][cH:34]2)=[O:38])[cH:3][cH:4][c:5]2[c:6]([N:13]3[CH2:14][CH2:15][CH2:16][CH2:17]3)[n:7][c:8]([CH3:12])[n:9][c:10]2[cH:11]1. Reactants: FC=1C=C(OC2CN(C2)C2=C(C(=O)O)C=C(C=N2)C(F)(F)F)C=CC1F (2-(3-(3,4-difluorophenoxy)azetidin-1-yl)-5-(trifluoromethyl)nicotinic acid), Cl.NC1(CC1)C1=CC=C(C(=O)OC)C=C1 (methyl 4-(1-aminocyclopropyl)benzoate hydrochloride). The product is FC=1C=C(OC2CN(C2)C2=C(C(=O)NC3(CC3)C3=CC=C(C(=O)OC)C=C3)C=C(C=N2)C(F)(F)F)C=CC1F (methyl 4-(1-(2-(3-(3,4-difluorophenoxy)azetidin-1-yl)-5-(trifluoromethyl)nicotinamido)cyclopropyl)benzoate). Yield: 54.7%. RXN SMILES: [F:1][C:2]1[CH:3]=[C:4]([CH:23]=[CH:24][C:25]=1[F:26])[O:5][CH:6]1[CH2:9][N:8]([C:10]2[N:18]=[CH:17][C:16]([C:19]([F:22])([F:21])[F:20])=[CH:15][C:11]=2[C:12](O)=[O:13])[CH2:7]1.Cl.[NH2:28][C:29]1([C:32]2[CH:41]=[CH:40][C:35]([C:36]([O:38][CH3:39])=[O:37])=[CH:34][CH:33]=2)[CH2:31][CH2:30]1>>[F:1][C:2]1[CH:3]=[C:4]([CH:23]=[CH:24][C:25]=1[F:26])[O:5][CH:6]1[CH2:9][N:8]([C:10]2[N:18]=[CH:17][C:16]([C:19]([F:22])([F:20])[F:21])=[CH:15][C:11]=2[C:12]([NH:28][C:29]2([C:32]3[CH:41]=[CH:40][C:35]([C:36]([O:38][CH3:39])=[O:37])=[CH:34][CH:33]=3)[CH2:31][CH2:30]2)=[O:13])[CH2:7]1 |f:1.2|. Procedure: The title compound (D179) (80 mg) was prepared according to the experimental procedure described in Description 144 starting from 2-(3-(3,4-difluorophenoxy)azetidin-1-yl)-5-(trifluoromethyl)nicotinic acid (D128) (100 mg, 0.267 mmol) and methyl 4-(1-aminocyclopropyl)benzoate (D7) (60.83 mg, 0.267 mmol). Starting materials: CC(C)(C)c1cc(C(=O)O)cc(C(C)(C)C)c1, Cn1c(N)nc2ccccc21. The reagents and catalysts are CCN=C=NCCCN(C)C.Cl (EDC-HCl), CN1CCOCC1 (NMM), C1=CC=C2C(=C1)N=NN2O (HOBt). Solvent: CN(C)C=O (DMF), CN(C)C=O (DMF), CN(C)C=O (DMF), CN(C)C=O (DMF), CN(C)C=O (DMF), CN(C)C=O (DMF). Conditions: temperature 25 celsius, time 2 hour. The product is Cn1c(NC(=O)c2cc(C(C)(C)C)cc(C(C)(C)C)c2)nc2ccccc21. Yield: 33.3%. As a reaction SMILES: Cn1c(N)nc2ccccc21.CC(C)(C)c1cc(C(=O)O)cc(C(C)(C)C)c1.CCN=C=NCCCN(C)C.Cl.C1=CC=C2C(=C1)N=NN2O.CN1CCOCC1.CN(C)C=O>>Cn1c(NC(=O)c2cc(C(C)(C)C)cc(C(C)(C)C)c2)nc2ccccc21.